describe an organic reaction: reactants, conditions, products, and yield From a dataset of the Open Reaction Database (ORD), a public repository of structured organic reaction records. The reactants are ClC1=CC=C(C=C1)C=1C(=CC=CC1)C=O (4′-chlorobiphenyl-2-carboxaldehyde), N1C[C@H](CC1)NC(OC(C)(C)C)=O ((S)-tert-butyl pyrrolidin-3-ylcarbamate), N1(CCNCC1)C(=O)OC(C)(C)C (tert-butyl piperazine-1-carboxylate). The product is O1CCC(CC1)N1C[C@H](CC1)NC(OC(C)(C)C)=O ((S)-tert-butyl 1-(tetrahydro-2H-pyran-4-yl)pyrrolidin-3-ylcarbamate). RXN SMILES: ClC1C=CC(C2[C:9]([CH:14]=[O:15])=[CH:10][CH:11]=[CH:12]C=2)=CC=1.[NH:16]1[CH2:20][CH2:19][C@H:18]([NH:21][C:22](=[O:28])[O:23][C:24]([CH3:27])([CH3:26])[CH3:25])[CH2:17]1.N1(C(OC(C)(C)C)=O)CCNCC1>>[O:15]1[CH2:14][CH2:9][CH:10]([N:16]2[CH2:20][CH2:19][C@H:18]([NH:21][C:22](=[O:28])[O:23][C:24]([CH3:26])([CH3:25])[CH3:27])[CH2:17]2)[CH2:11][CH2:12]1. Procedure details: The title compound was prepared by substituting dihydro-2H-pyran-4(3H)-one for 4′-chlorobiphenyl-2-carboxaldehyde and (S)-tert-butyl pyrrolidin-3-ylcarbamate for tert-butyl piperazine-1-carboxylate in EXAMPLE 1A. Reactants: O=C([O-])[O-], CN(C)C=O, CCOCC, Sc1ccc(Cl)cc1, OC(c1ccccn1)c1cc(F)ccc1F, [K+], [K+], O=S(Cl)Cl. Product: Fc1ccc(F)c(C(Sc2ccc(Cl)cc2)c2ccccn2)c1. RXN SMILES: [C:30](=[O:31])([O-:32])[O-:33].[CH3:17][N:18]([CH3:19])[CH:20]=[O:21].[CH3:40][CH2:41][O:42][CH2:43][CH3:44].[Cl:22][c:23]1[cH:24][cH:25][c:26]([SH:29])[cH:27][cH:28]1.[F:1][c:2]1[c:3]([CH:9]([c:10]2[n:11][cH:12][cH:13][cH:14][cH:15]2)[OH:16])[cH:4][c:5]([F:8])[cH:6][cH:7]1.[K+:34].[K+:35].[S:36]([Cl:37])([Cl:38])=[O:39]>>[F:1][c:2]1[c:3]([CH:9]([c:10]2[n:11][cH:12][cH:13][cH:14][cH:15]2)[S:29][c:26]2[cH:25][cH:24][c:23]([Cl:22])[cH:28][cH:27]2)[cH:4][c:5]([F:8])[cH:6][cH:7]1. The reactants are ClC1=C2N=CN(C2=NC(=N1)N)COCC[Si](C)(C)C (6-Chloro-9-((2-(trimethylsilyl)ethoxy)methyl)-9H-purin-2-amine), C(I)I (CH2I2), N(=O)OCCC(C)C (isoamyl nitrite). The reagents and catalysts are [Cu]I (CuI). Solvent: C1CCOC1 (THF). The product is ClC1=C2N=CN(C2=NC(=N1)I)COCC[Si](C)(C)C (6-Chloro-2-iodo-9-((2-(trimethylsilyl)ethoxy)methyl)-9H-purine). Isolated yield 49.2%. As a reaction SMILES: [Cl:1][C:2]1[N:10]=[C:9](N)[N:8]=[C:7]2[C:3]=1[N:4]=[CH:5][N:6]2[CH2:12][O:13][CH2:14][CH2:15][Si:16]([CH3:19])([CH3:18])[CH3:17].C(I)[I:21].N(OCCC(C)C)=O>C1COCC1.[Cu]I>[Cl:1][C:2]1[N:10]=[C:9]([I:21])[N:8]=[C:7]2[C:3]=1[N:4]=[CH:5][N:6]2[CH2:12][O:13][CH2:14][CH2:15][Si:16]([CH3:19])([CH3:18])[CH3:17]. Procedure details: To a mixture of 117a (2.99 g, 10.0 mmol), CH2I2 (4.0 ml, 51.0 mmol), and CuI (1.91 g, 10.0 mmol) in THF was added isoamyl nitrite (4.0 mL, 30.0 mmol). The mixture was heated at reflux for 1.0 h and cooled to room temperature. The reaction mixture was partitioned between ethyl acetate and 1N aqueous HCl solution. The organic phase was washed with saturated aqueous NH4Cl, dried over Na2SO4, and concentrated under reduced pressure. The residue was purified by silica-gel column chromatography elutin... Reactants: C(C)(C)(C)OC(NC1=C(C=C(C(=C1)N(C)CC(C)C)C#N)N)=O ([2-amino-4-cyano-5-(isobutyl-methyl-amino)-phenyl]-carbamic acid tert-butyl ester), C(C)(C)(C)OC(CC(=O)C1=CC(=CC=C1)C1=CC(=NO1)C)=O (3-[3-(3-methyl-isoxazol-5-yl)-phenyl]-3-oxo-propionic acid tert-butyl ester). Product: C(C)(C)(C)OC(NC1=C(C=C(C(=C1)N(C)CC(C)C)C#N)NC(CC(=O)C1=CC(=CC=C1)C1=CC(=NO1)C)=O)=O ((4-Cyano-5-(isobutyl-methyl-amino)-2-{3-[3-(3-methyl-isoxazol-5-yl)-phenyl]-3-oxo-propionylamino}-phenyl)-carbamic acid tert-butyl ester), foam. Isolated yield 73.0%. As a reaction SMILES: [C:1]([O:5][C:6](=[O:23])[NH:7][C:8]1[CH:13]=[C:12]([N:14]([CH2:16][CH:17]([CH3:19])[CH3:18])[CH3:15])[C:11]([C:20]#[N:21])=[CH:10][C:9]=1[NH2:22])([CH3:4])([CH3:3])[CH3:2].C([O:28][C:29](=O)[CH2:30][C:31]([C:33]1[CH:38]=[CH:37][CH:36]=[C:35]([C:39]2[O:43][N:42]=[C:41]([CH3:44])[CH:40]=2)[CH:34]=1)=[O:32])(C)(C)C>>[C:1]([O:5][C:6](=[O:23])[NH:7][C:8]1[CH:13]=[C:12]([N:14]([CH2:16][CH:17]([CH3:18])[CH3:19])[CH3:15])[C:11]([C:20]#[N:21])=[CH:10][C:9]=1[NH:22][C:29](=[O:28])[CH2:30][C:31]([C:33]1[CH:38]=[CH:37][CH:36]=[C:35]([C:39]2[O:43][N:42]=[C:41]([CH3:44])[CH:40]=2)[CH:34]=1)=[O:32])([CH3:3])([CH3:4])[CH3:2]. Procedure details: The title compound was prepared from [2-amino-4-cyano-5-(isobutyl-methyl-amino)-phenyl]-carbamic acid tert-butyl ester (Example J32) (318 mg, 1.0 mmol) and 3-[3-(3-methyl-isoxazol-5-yl)-phenyl]-3-oxo-propionic acid tert-butyl ester (Example K4) (301 mg, 1.0 mmol) according to the general procedure M. Obtained as a light brown foam (400 mg, 73%). Reactants: C(C)(C)NC=1C(=NC=CC1)N1CCN(CC1)C(=O)C1=NC=C(C(=O)O)C=C1 (6-[1-[3-(isopropylamino)-2-pyridyl]piperazin-4-yl-carbonyl]nicotinic acid), N[C@@H](CO)CC ((R)-(−)-2-amino-1-butanol). The product is C(C)[C@H](CO)NC(=O)C=1C=CC(=NC1)C(=O)N1CCN(CC1)C1=NC=CC=C1NC(C)C (5-[N-[(1R)-1-ethyl-2-hydroxyethyl]carbamoyl]-2-[1-[3-(isopropylamino)-2-pyridyl]piperazin-4-yl-carbonyl]pyridine). Yield: 83.0%. As a reaction SMILES: [CH:1]([NH:4][C:5]1[C:6]([N:11]2[CH2:16][CH2:15][N:14]([C:17]([C:19]3[CH:27]=[CH:26][C:22]([C:23](O)=[O:24])=[CH:21][N:20]=3)=[O:18])[CH2:13][CH2:12]2)=[N:7][CH:8]=[CH:9][CH:10]=1)([CH3:3])[CH3:2].[NH2:28][C@H:29]([CH2:32][CH3:33])[CH2:30][OH:31]>>[CH2:32]([C@@H:29]([NH:28][C:23]([C:22]1[CH:26]=[CH:27][C:19]([C:17]([N:14]2[CH2:13][CH2:12][N:11]([C:6]3[C:5]([NH:4][CH:1]([CH3:2])[CH3:3])=[CH:10][CH:9]=[CH:8][N:7]=3)[CH2:16][CH2:15]2)=[O:18])=[N:20][CH:21]=1)=[O:24])[CH2:30][OH:31])[CH3:33]. Reported procedure: By the same procedure as described in the example 1, synthesis was carried out starting with 6-[1-[3-(isopropylamino)-2-pyridyl]piperazin-4-yl-carbonyl]nicotinic acid and using (R)-(−)-2-amino-1-butanol. Then, the product was recrystallized with ethanol and petroleum ether to give a desired compound. Reactants: II (iodine), [BH4-].[Na+] (sodium borohydride), C1(=CC=CC=C1)C(OC(C#C)CCCCC)(C1=CC=CC=C1)C1=CC=CC=C1 (3-triphenylmethoxy-1-octyne), CC(C)=CC (2-methyl-2-butene), B(F)(F)F (boron trifluoride). The solvent is COCCOCCOC (diglyme), O1CCCC1 (tetrahydrofuran). Conditions: temperature 0 celsius, time 1.5 hour. Product: I\C=C\C(CCCCC)OC(C1=CC=CC=C1)(C1=CC=CC=C1)C1=CC=CC=C1 (1-iodo-3-triphenylmethoxy-trans-1-octene). As a reaction SMILES: [BH4-].[Na+].CC(=CC)C.B(F)(F)F.[C:12]1([C:18]([C:34]2[CH:39]=[CH:38][CH:37]=[CH:36][CH:35]=2)([C:28]2[CH:33]=[CH:32][CH:31]=[CH:30][CH:29]=2)[O:19][CH:20]([CH2:23][CH2:24][CH2:25][CH2:26][CH3:27])[C:21]#[CH:22])[CH:17]=[CH:16][CH:15]=[CH:14][CH:13]=1.[I:40]I>O1CCCC1.COCCOCCOC>[I:40]/[CH:22]=[CH:21]/[CH:20]([O:19][C:18]([C:12]1[CH:13]=[CH:14][CH:15]=[CH:16][CH:17]=1)([C:28]1[CH:29]=[CH:30][CH:31]=[CH:32][CH:33]=1)[C:34]1[CH:35]=[CH:36][CH:37]=[CH:38][CH:39]=1)[CH2:23][CH2:24][CH2:25][CH2:26][CH3:27] |f:0.1|. Procedure details: To a mixture of 0.650 g. (16.91 mole) of sodium borohydride and 3.17 g. (45.2 moles) of 2-methyl-2-butene in 40 ml. of diglyme cooled to -5° C. under an inert atmospere is added over 15 minutes 3.24 g. (22.6 moles) of boron trifluoride ethereate and the resulting mixture is stirred at 0° C. for 2 hours. To this mixture is then added over 5 minutes 8.32 g. (22.6 moles) of 3-triphenylmethoxy-1-octyne (Example 119) in 10 ml. of diglyme, the cooling bath is removed, and the mixture is stirred at amb...